From a dataset of the Open Reaction Database (ORD), a public repository of structured organic reaction records. describe an organic reaction: reactants, conditions, products, and yield The reactants are O=C1CCC(=O)N1Br, O=C(OOC(=O)c1ccccc1)c1ccccc1, ClC(Cl)(Cl)Cl, CCOC(=O)C=C(C)Oc1cc(Cl)ccc1Cl. The product is CCOC(=O)C=C(CBr)Oc1cc(Cl)ccc1Cl. As a reaction SMILES: [Br:18][N:19]1[C:20](=[O:21])[CH2:22][CH2:23][C:24]1=[O:25].[C:26]([O:27][O:28][C:29](=[O:30])[c:31]1[cH:32][cH:33][cH:34][cH:35][cH:36]1)(=[O:37])[c:38]1[cH:39][cH:40][cH:41][cH:42][cH:43]1.[C:44]([Cl:45])([Cl:46])([Cl:47])[Cl:48].[CH2:1]([CH3:2])[O:3][C:4]([CH:5]=[C:6]([CH3:7])[O:8][c:9]1[c:10]([Cl:16])[cH:11][cH:12][c:13]([Cl:15])[cH:14]1)=[O:17]>>[CH2:1]([CH3:2])[O:3][C:4]([CH:5]=[C:6]([CH2:7][Br:18])[O:8][c:9]1[c:10]([Cl:16])[cH:11][cH:12][c:13]([Cl:15])[cH:14]1)=[O:17]. Starting materials: O (water), [H-].[Na+] (Sodium hydride), OC1=CC=C(CN2C=C(C(=C2)C2=CC=CC=C2)CCC(=O)OCC)C=C1 (ethyl 3-[1-(4-hydroxybenzyl)-4-phenyl-3-pyrrolyl]propionate), ClCC=1C=C(C=CC1)C1=NC=CN=C1 (2-(3-Chloromethylphenyl)pyrazine). The solvent is CN(C=O)C (N,N-dimethylformamide). Reaction conditions: time 15 minute. Product: C1(=CC=CC=C1)C=1C(=CN(C1)CC1=CC=C(C=C1)OCC1=CC(=CC=C1)C1=NC=CN=C1)CCC(=O)OCC (ethyl 3-[4-phenyl-1-[4-[3-(2-pyrazinyl)benzyloxy]benzyl]-3-pyrrolyl]propionate). Isolated yield 83.4%. As a reaction SMILES: [H-].[Na+].[OH:3][C:4]1[CH:28]=[CH:27][C:7]([CH2:8][N:9]2[CH:13]=[C:12]([C:14]3[CH:19]=[CH:18][CH:17]=[CH:16][CH:15]=3)[C:11]([CH2:20][CH2:21][C:22]([O:24][CH2:25][CH3:26])=[O:23])=[CH:10]2)=[CH:6][CH:5]=1.Cl[CH2:30][C:31]1[CH:32]=[C:33]([C:37]2[CH:42]=[N:41][CH:40]=[CH:39][N:38]=2)[CH:34]=[CH:35][CH:36]=1.O>CN(C)C=O>[C:14]1([C:12]2[C:11]([CH2:20][CH2:21][C:22]([O:24][CH2:25][CH3:26])=[O:23])=[CH:10][N:9]([CH2:8][C:7]3[CH:27]=[CH:28][C:4]([O:3][CH2:30][C:31]4[CH:36]=[CH:35][CH:34]=[C:33]([C:37]5[CH:42]=[N:41][CH:40]=[CH:39][N:38]=5)[CH:32]=4)=[CH:5][CH:6]=3)[CH:13]=2)[CH:19]=[CH:18][CH:17]=[CH:16][CH:15]=1 |f:0.1|. Procedure details: Sodium hydride (60%, oily, 60.0 mg) was added to a solution of ethyl 3-[1-(4-hydroxybenzyl)-4-phenyl-3-pyrrolyl]propionate (524 mg) in N,N-dimethylformamide (10 ml) at 0° C., and the mixture was stirred at room temperature for 15 minutes. 2-(3-Chloromethylphenyl)pyrazine (307 mg) was added to the mixture, which was stirred at room temperature for 30 minutes. The reaction mixture was poured into water, which was extracted with ethyl acetate. The ethyl acetate layer was washed with saturated aqueo... The reactants are crude product, CCOC(=O)C1(SCC(N1C(C)=O)C(=O)O)C (N-acetyl-2-methylthiazolidine-2,4-dicarboxylic acid 2-ethyl ester), [OH-].[Na+] (NaOH). Solvent: C(C)O (ethanol), C(C)O (ethanol). Product: C(C)(=O)N1C(SCC1C(=O)O)(C(=O)O)C (N-acetyl-2-methylthiazolidine-2,4-dicarboxylic acid). Isolated yield 72.0%. RXN SMILES: CC[O:3][C:4]([C:6]1([CH3:17])[N:10]([C:11](=[O:13])[CH3:12])[CH:9]([C:14]([OH:16])=[O:15])[CH2:8][S:7]1)=[O:5].[OH-].[Na+]>C(O)C>[C:11]([N:10]1[CH:9]([C:14]([OH:16])=[O:15])[CH2:8][S:7][C:6]1([CH3:17])[C:4]([OH:5])=[O:3])(=[O:13])[CH3:12] |f:1.2|. Reported procedure: The crude product (10.19 g) of N-acetyl-2-methylthiazolidine-2,4-dicarboxylic acid 2-ethyl ester, which was obtained by a method similar to that in Synthetic Example 13, was dissolved in ethanol (20 ml), and 4N NaOH was added thereto. The mixture was stirred under an argon atmosphere, and ethanol was added thereto to give a pale-yellow solid. The obtained solid was collected by filtration to give N-acetyl-2-methylthiazolidine-2,4-dicarboxylic acid 2Na salt (trans form) as crystals (9.09 g, about... Starting materials: Cl.N1CCC(CC1)C(=O)C1=CC=C(C2=CC=CC=C12)Br (4-bromo-1-naphthyl 4-piperidyl ketone hydrochloride), ClCCCC(=O)C1=CC=CC=C1 (4-chloro-1-phenyl-1-butanone), Cl.N1CCC(CC1)C(=O)C1=CC2=CC=CC=C2C=C1 (2-naphthyl 4-piperidyl ketone hydrochloride), ClCCC(=O)C1=CC=C(C=C1)Cl (3-chloro-1-(4-chlorophenyl)-1-propanone). Yields the product Cl.BrC1=CC=C(C2=CC=CC=C12)C(=O)C1CCN(CC1)CCC(=O)C1=CC=C(C=C1)Cl (3-[4-(4-bromo-1-naphthoyl)-1-piperidyl]-1-(4-chlorophenyl)-1-propanone hydrochloride). Reaction SMILES: Cl.[NH:2]1[CH2:7][CH2:6][CH:5]([C:8]([C:10]2[C:19]3[C:14](=[CH:15][CH:16]=[CH:17][CH:18]=3)[C:13]([Br:20])=[CH:12][CH:11]=2)=[O:9])[CH2:4][CH2:3]1.Cl.N1CCC(C(C2C=CC3C(=CC=CC=3)C=2)=O)CC1.[Cl:40][CH2:41][CH2:42][C:43]([C:45]1[CH:50]=[CH:49][C:48]([Cl:51])=[CH:47][CH:46]=1)=[O:44].ClCCCC(C1C=CC=CC=1)=O>>[ClH:40].[Br:20][C:13]1[C:14]2[C:19](=[CH:18][CH:17]=[CH:16][CH:15]=2)[C:10]([C:8]([CH:5]2[CH2:6][CH2:7][N:2]([CH2:41][CH2:42][C:43]([C:45]3[CH:46]=[CH:47][C:48]([Cl:51])=[CH:49][CH:50]=3)=[O:44])[CH2:3][CH2:4]2)=[O:9])=[CH:11][CH:12]=1 |f:0.1,2.3,6.7|. Procedure: When in the procedure of Example 19, 4-bromo-1-naphthyl 4-piperidyl ketone hydrochloride is substituted for 2-naphthyl 4-piperidyl ketone hydrochloride and 3-chloro-1-(4-chlorophenyl)-1-propanone substituted for 4-chloro-1-phenyl-1-butanone, 3-[4-(4-bromo-1-naphthoyl)-1-piperidyl]-1-(4-chlorophenyl)-1-propanone hydrochloride is produced. Starting materials: C(C1=CC=CC=C1)(C1=CC=CC=C1)O.BrC1=CC=C(C=C1)S(=O)(=O)NC1=C(OC2=C(C(=O)[O-])C=CC=C2)C=CC(=C1)C(F)(F)F (Benzhydrol 2-[2-(4-bromophenylsulfonamido)-4-trifluoromethylphenoxy]benzoate), FC(C(=O)O)(F)F (Trifluoroacetic acid). Solvent: C(Cl)Cl (methylene chloride). Reaction conditions: temperature 0 celsius. Product: BrC1=CC=C(C=C1)S(=O)(=O)NC1=C(OC2=C(C(=O)O)C=CC=C2)C=CC(=C1)C(F)(F)F (2-[2-(4-Bromophenylsulfonamido)-4-trifluoromethylphenoxy]benzoic acid). RXN SMILES: C(O)(C1C=CC=CC=1)C1C=CC=CC=1.[Br:15][C:16]1[CH:21]=[CH:20][C:19]([S:22]([NH:25][C:26]2[CH:41]=[C:40]([C:42]([F:45])([F:44])[F:43])[CH:39]=[CH:38][C:27]=2[O:28][C:29]2[CH:37]=[CH:36][CH:35]=[CH:34][C:30]=2[C:31]([O-:33])=[O:32])(=[O:24])=[O:23])=[CH:18][CH:17]=1.FC(F)(F)C(O)=O>C(Cl)Cl>[Br:15][C:16]1[CH:21]=[CH:20][C:19]([S:22]([NH:25][C:26]2[CH:41]=[C:40]([C:42]([F:45])([F:43])[F:44])[CH:39]=[CH:38][C:27]=2[O:28][C:29]2[CH:37]=[CH:36][CH:35]=[CH:34][C:30]=2[C:31]([OH:33])=[O:32])(=[O:24])=[O:23])=[CH:18][CH:17]=1 |f:0.1|. Procedure details: Benzhydrol 2-[2-(4-bromophenylsulfonamido)-4-trifluoromethylphenoxy]benzoate was dissolved in methylene chloride (5 mL) and stirred under argon at 0° C. Trifluoroacetic acid (5 mL) was added and the mixture was stirred in an ice bath for ten minutes. The solvents were evaporated and the residue was purified by flash chromatography (silica gel, ethyl acetate/hexane/formic acid). Recrystallization from ethyl acetate/hexane gave the title compound; mp 167°-168° C. Starting materials: S[C@@H]1C[C@H](N(C1)S(=O)(=O)C1=CC2=CC=CC=C2C=C1)C(=O)N(CCC1=CC=CC=C1)CC(=O)O ((2S,4R)-{[4-Mercapto-1-(naphthalene-2-sulfonyl)-pyrrolidine-2-carbonyl]-phenethyl-amino}-acetic acid), C(C)(=O)Cl (acetyl chloride). Solvent: N1=CC=CC=C1 (pyridine). Run at time 10 minute. Product: C(C)(=O)S[C@@H]1C[C@H](N(C1)S(=O)(=O)C1=CC2=CC=CC=C2C=C1)C(=O)N(CCC1=CC=CC=C1)CC(=O)O ((2S,4R)-{[4-Acetylsulfanyl-1-(naphthalene-2-sulfonyl)-pyrrolidine-2-carbonyl]-phenethyl-amino}-acetic acid). Yield: 27.7%. Reaction SMILES: [SH:1][C@H:2]1[CH2:6][N:5]([S:7]([C:10]2[CH:19]=[CH:18][C:17]3[C:12](=[CH:13][CH:14]=[CH:15][CH:16]=3)[CH:11]=2)(=[O:9])=[O:8])[C@H:4]([C:20]([N:22]([CH2:31][C:32]([OH:34])=[O:33])[CH2:23][CH2:24][C:25]2[CH:30]=[CH:29][CH:28]=[CH:27][CH:26]=2)=[O:21])[CH2:3]1.[C:35](Cl)(=[O:37])[CH3:36]>N1C=CC=CC=1>[C:35]([S:1][C@H:2]1[CH2:6][N:5]([S:7]([C:10]2[CH:19]=[CH:18][C:17]3[C:12](=[CH:13][CH:14]=[CH:15][CH:16]=3)[CH:11]=2)(=[O:9])=[O:8])[C@H:4]([C:20]([N:22]([CH2:31][C:32]([OH:34])=[O:33])[CH2:23][CH2:24][C:25]2[CH:30]=[CH:29][CH:28]=[CH:27][CH:26]=2)=[O:21])[CH2:3]1)(=[O:37])[CH3:36]. Reported procedure: A solution of 124 mg (0.2 mmol) (2S,4R)-{[4-Mercapto-1-(naphthalene-2-sulfonyl)-pyrrolidine-2-carbonyl]-phenethyl-amino}-acetic acid in 3.2 ml pyridine were treated at 0° C. with 0.04 ml (0.4 mmol) acetyl chloride and stirred for 10 min at RT. The reaction was poured on ice water and extracted wit 1N HCl/EtOAc (3×). The organic phases were washed with aqueous 1 N HCl and 10% NaCl, dried over Na2SO4 and evaporated. Precipitation from CH2Cl2/Pentane (4° C.) gave 30 mg (28%) (2S,4R)-{[4-Acetylsulfa...